Dataset: the Open Reaction Database (ORD), a public repository of structured organic reaction records. Task: describe an organic reaction: reactants, conditions, products, and yield Starting materials: C(CCC(=O)O)(=O)OC(C)(C)C (tert-butyl hydrogen succinate), C(C)(=O)OCC.CCCCCC (ethyl acetate hexane), ON1C(CCC1=O)=O (N-hydroxy-succinimide), C1(CCCCC1)N=C=NC1CCCCC1 (1,3-dicyclohexylcarbodiimide). Solvent: O1CCCC1 (tetrahydrofuran). Run at time 8 hour. Product: C(CCC(=O)ON1C(CCC1=O)=O)(=O)OC(C)(C)C (tert-butyl succinimidyl succinate). Yield: 84.8%. RXN SMILES: [C:1]([O:8][C:9]([CH3:12])([CH3:11])[CH3:10])(=[O:7])[CH2:2][CH2:3][C:4]([OH:6])=[O:5].O[N:14]1[C:18](=[O:19])[CH2:17][CH2:16][C:15]1=[O:20].C1(N=C=NC2CCCCC2)CCCCC1.C(OCC)(=O)C.CCCCCC>O1CCCC1>[C:1]([O:8][C:9]([CH3:12])([CH3:11])[CH3:10])(=[O:7])[CH2:2][CH2:3][C:4]([O:6][N:14]1[C:18](=[O:19])[CH2:17][CH2:16][C:15]1=[O:20])=[O:5] |f:3.4|. Reported procedure: Referring to Scheme 4, to a solution of 1.74 g (10 mmol) of tert-butyl hydrogen succinate (Buchi, G.; Roberts, C. J. Org Chem., 33:460, 1968) and 1.15 g (10 mmol) of N-hydroxy-succinimide in anhydrous tetrahydrofuran (20 ml) was added 2.06 g (10 mmol) of 1,3-dicyclohexylcarbodiimide. After stirring at room temperature overnight, the reaction was filtered to remove the dicyclohexylurea by-product. The filtrate was concentrated in vacuo to give a residue. Chromatography on silica gel using ethyl a... The reactants are COC1=C(C2=CC=CC=C2C=C1)CONC(C)=O (O-[(2-Methoxynaphth-1-yl)Methyl]-N-Acetylhydroxylamine), C(C)(=O)Cl (acetic acid chloride), C(CCC)(=O)Cl (butyric acid chloride). The product is COC1=C(C2=CC=CC=C2C=C1)CONC(CCC)=O (O-[(2-Methoxynaphth-1-yl)Methyl]-N-Butyrylhydroxylamine). RXN SMILES: [CH3:1][O:2][C:3]1[CH:12]=[CH:11][C:10]2[C:5](=[CH:6][CH:7]=[CH:8][CH:9]=2)[C:4]=1[CH2:13][O:14][NH:15][C:16](=[O:18])[CH3:17].[C:19](Cl)(=O)[CH3:20].C(Cl)(=O)CCC>>[CH3:1][O:2][C:3]1[CH:12]=[CH:11][C:10]2[C:5](=[CH:6][CH:7]=[CH:8][CH:9]=2)[C:4]=1[CH2:13][O:14][NH:15][C:16](=[O:18])[CH2:17][CH2:19][CH3:20]. Procedure details: By carrying out the procedure in the same manner as for the synthesis of the compound of Example 7, but replacing, in the acylation step, acetic acid chloride with butyric acid chloride, the title compound is obtained. Starting materials: O=C(CC(=O)OC(C)C)C (isopropyl 3-oxobutanoate), FC(C=1C=C(N)C=CC1)(F)F (3-(trifluoromethyl)aniline), C(C)(=O)O (acetic acid). Solvent: C1=CC=CC=C1 (benzene). Product: FC(C=1C=C(C=CC1)NC(=CC(=O)OC(C)C)C)(F)F (Isopropyl 3-{[3-(trifluoromethyl)phenyl]amino}-2-butenoate). As a reaction SMILES: O=[C:2]([CH3:10])[CH2:3][C:4]([O:6][CH:7]([CH3:9])[CH3:8])=[O:5].[F:11][C:12]([F:21])([F:20])[C:13]1[CH:14]=[C:15]([CH:17]=[CH:18][CH:19]=1)[NH2:16].C(O)(=O)C>C1C=CC=CC=1>[F:11][C:12]([F:20])([F:21])[C:13]1[CH:14]=[C:15]([NH:16][C:2]([CH3:10])=[CH:3][C:4]([O:6][CH:7]([CH3:9])[CH3:8])=[O:5])[CH:17]=[CH:18][CH:19]=1. Procedure: To a solution of 4.33 g (30 mmol) isopropyl 3-oxobutanoate in 90 ml benzene are added 4.83 g (30 mmol) 3-(trifluoromethyl)aniline and 1.80 g (30 mmol) acetic acid. The mixture is stirred under reflux for four hours using a Dean-Stark trap to remove water. After removal of the solvent in vacuo, the residue is purified by preparative HPLC (column: YMC C18 ODS-AQ 250 mm×30 mm, 11 μm; solvent A: acetonitrile, solvent B: water; gradient: 0 min 10% A, 3 min 10% A, 11 min 90% A, 13 min 90% A, 13.2 min ...